From a dataset of the Open Reaction Database (ORD), a public repository of structured organic reaction records. describe an organic reaction: reactants, conditions, products, and yield As a reaction SMILES: C(OC(N[C@H:9]([C@H:12](O)[CH2:13][Cl:14])[CH2:10][Cl:11])=O)(C)(C)C.[NH:16]1C=CN=C1.[Si](Cl)([C:24]([CH3:27])([CH3:26])[CH3:25])(C)C.CC[O:31][C:32](C)=[O:33]>CN(C=O)C.CN(C1C=CN=CC=1)C>[C:24]([O:31][C:32]([NH:16][CH:10]([Cl:11])[CH2:9][CH2:12][CH2:13][Cl:14])=[O:33])([CH3:27])([CH3:26])[CH3:25]. Yield: 99.4%. Reagents/catalysts: CN(C)C=1C=CN=CC1 (DMAP). Conditions: temperature 50 celsius, time 12 hour. The solvent is CN(C)C=O (DMF). Reactants: C(C)(C)(C)OC(=O)N[C@@H](CCl)[C@@H](CCl)O (2(R)-(t-butyloxycarbonyl)amino-1,4-dichloro-3(S)-hydroxybutane), N1C=NC=C1 (imidazole), [Si](C)(C)(C(C)(C)C)Cl (TBS-Cl), CCOC(=O)C (EtOAc). Yields the product 2(S)-t-butyldimetylsilyloxy-3, C(C)(C)(C)OC(=O)NC(CCCCl)Cl ((t-butyloxycarbonyl)amino-1,4-dichlorobutane). Procedure: To a stirred solution of 2(R)-(t-butyloxycarbonyl)amino-1,4-dichloro-3(S)-hydroxybutane (100.0 mg, 0.389 mmol) in dry DMF (2.5 mL) were added imidazole (79.4 mg, 1.67 mmol), DMAP (4.8 mg, 0.039 mmol) and TBS-Cl (175.9 mg, 1.167 mmol) at room temperature under N2. The resulting solution was stirred at 50° C. for 12 h. The reaction mixture was diluted with EtOAc (30 mL), washed with 0.1 N citric acid solution (5 mL), sat aqueous NaHCO3 (5 mL), water (5 mL) and brine (5 mL), dried over anhydrous ma... The reactants are BrCCN1N=C(C=C1CO)[N+](=O)[O-] ((1-(2-Bromoethyl)-3-nitro-1H-pyrazol-5-yl)methanol), C(Cl)(Cl)Cl (chloroform), P(Br)(Br)Br (phosphorous tribromide). The solvent is C(Cl)Cl (methylene chloride), Hexanes, C(Cl)Cl (methylene chloride). Conditions: temperature -5 celsius. Yields the product BrCCN1N=C(C=C1CBr)[N+](=O)[O-] (1-(2-bromoethyl)-5-(bromomethyl)-3-nitro-1H-pyrazole). The yield is 42.5%. Reaction SMILES: [Br:1][CH2:2][CH2:3][N:4]1[C:8]([CH2:9]O)=[CH:7][C:6]([N+:11]([O-:13])=[O:12])=[N:5]1.C(Cl)(Cl)Cl.P(Br)(Br)[Br:19]>C(Cl)Cl>[Br:1][CH2:2][CH2:3][N:4]1[C:8]([CH2:9][Br:19])=[CH:7][C:6]([N+:11]([O-:13])=[O:12])=[N:5]1. Procedure: A 500-mL three-necked round-bottomed flask equipped with a magnetic stirrer, nitrogen inlet and reflux condenser was purged with nitrogen and charged with 124b (37.0 g, 148 mmol) and chloroform (160 mL). The reaction was cooled to −5° C. using an ice/acetone bath and phosphorous tribromide (40.0 g, 148 mmol) was added portionwise. The cooling bath was removed and the reaction stirred at reflux for 2 h. After this time, the reaction was cooled to −5° C. and saturated aqueous sodium bicarbonate (2... The reactants are COC1=C(C=CC(=C1)C1=CC2=CC=C(C=C2C=C1)OC)NC(C)=O (N-[2-methoxy-4-(6-methoxy-2-naphthyl)phenyl]acetamide), B(Br)(Br)Br (boron tribromide). Yields the product OC1=C(C=CC(=C1)C1=CC2=CC=C(C=C2C=C1)O)NC(C)=O (N-[2-Hydroxy-4-(6-hydroxy-2-naphthyl)phenyl]acetamide). Isolated yield 45.0%. As a reaction SMILES: C[O:2][C:3]1[CH:8]=[C:7]([C:9]2[CH:18]=[CH:17][C:16]3[C:11](=[CH:12][CH:13]=[C:14]([O:19]C)[CH:15]=3)[CH:10]=2)[CH:6]=[CH:5][C:4]=1[NH:21][C:22](=[O:24])[CH3:23].B(Br)(Br)Br>>[OH:2][C:3]1[CH:8]=[C:7]([C:9]2[CH:18]=[CH:17][C:16]3[C:11](=[CH:12][CH:13]=[C:14]([OH:19])[CH:15]=3)[CH:10]=2)[CH:6]=[CH:5][C:4]=1[NH:21][C:22](=[O:24])[CH3:23]. Procedure: The compound is prepared by reaction of N-[2-methoxy-4-(6-methoxy-2-naphthyl)phenyl]acetamide (54 mg, 0.17 mol, 1 eq) with boron tribromide solution (2.52 ml, 2.52 mmol, 15 eq) according to method G. Purification by preparative thin-layer chromatography with dichloromethane/methanol 95/5 yielded the desired product in a yield of 45%, 22 mg. The reactants are BrC=1C(=C(C=CC1)C)Br (dibromotoluene), ClC1=CC=C(C(=N1)C=1NC2=CC=CC(=C2C1)F)O (6-chloro-2-(4-fluoro-1H-indol-2-yl)pyridin-3-ol), C(=O)([O-])[O-].[Cs+].[Cs+] (Cs2CO3). Solvent: CN(C)C=O (DMF), CN(C)C=O (DMF). Reaction conditions: time 10 minute. Yields the product ClC=1C=CC2=C(C=3N(C=4C=CC=C(C4C3)F)C(O2)C2=CC=CC=C2)N1 (2-chloro-11-fluoro-6-phenyl-6H-pyrido[2′,3′:5,6][1,3]oxazino[3,4-a]indole). Isolated yield 69.9%. Reaction SMILES: Br[C:2]1[C:3](Br)=[C:4]([CH3:8])[CH:5]=[CH:6][CH:7]=1.[Cl:10][C:11]1[N:16]=[C:15]([C:17]2[NH:18][C:19]3[C:24]([CH:25]=2)=[C:23]([F:26])[CH:22]=[CH:21][CH:20]=3)[C:14]([OH:27])=[CH:13][CH:12]=1.C([O-])([O-])=O.[Cs+].[Cs+]>CN(C=O)C>[Cl:10][C:11]1[CH:12]=[CH:13][C:14]2[O:27][CH:8]([C:4]3[CH:5]=[CH:6][CH:7]=[CH:2][CH:3]=3)[N:18]3[C:19]4[CH:20]=[CH:21][CH:22]=[C:23]([F:26])[C:24]=4[CH:25]=[C:17]3[C:15]=2[N:16]=1 |f:2.3.4|. Reported procedure: A solution of dibromotoluene (382 mg, 1.527 mmol, prepared using similar method described for Example 1) in DMF (2 mL) was added slowly to a mixture of compound 6-chloro-2-(4-fluoro-1H-indol-2-yl)pyridin-3-ol (200 mg, 0.763 mmol) and Cs2CO3 (746 mg, 2.289 mmol) in DMF (10 mL) at 100° C. After 10 min, the mixture was concentrated in vacuo. The resulting residue was diluted with water (50 mL) and extracted with ethyl acetate (25 mL×3). The organic layer was washed with brine (50 mL), dried over Na...